From a dataset of the Open Reaction Database (ORD), a public repository of structured organic reaction records. describe an organic reaction: reactants, conditions, products, and yield The reactants are NCCN1CCOCC1 (4-(2-Aminoethyl)morpholine), BrC=1C=C(C=CC1)S(=O)(=O)Cl (3-bromobenzenesulphonyl chloride). Solvent: CCOCC (ether). Run at time 30 minute. The product is Cl.BrC=1C=C(C=CC1)S(=O)(=O)NCCN1CCOCC1 (3-Bromo-N-(2-morpholin-4-yl-ethyl)benzenesulfonamide hydrochloride). Yield: 59.1%. As a reaction SMILES: [NH2:1][CH2:2][CH2:3][N:4]1[CH2:9][CH2:8][O:7][CH2:6][CH2:5]1.[Br:10][C:11]1[CH:12]=[C:13]([S:17]([Cl:20])(=[O:19])=[O:18])[CH:14]=[CH:15][CH:16]=1>CCOCC>[ClH:20].[Br:10][C:11]1[CH:12]=[C:13]([S:17]([NH:1][CH2:2][CH2:3][N:4]2[CH2:9][CH2:8][O:7][CH2:6][CH2:5]2)(=[O:19])=[O:18])[CH:14]=[CH:15][CH:16]=1 |f:3.4|. Procedure: 4-(2-Aminoethyl)morpholine (2.54 g) was added, dropwise to a stirred solution of 3-bromobenzenesulphonyl chloride (5.0 g) in ether (50 ml) at 5° C. The resulting suspension was stirred for 30 minutes and filtered to afford the sub-titled compound as a solid (4.45 g) The reactants are Cl (hydrochloric acid), FC(C(C(F)(F)F)(O)C1=CC=C(CN2CCN(CC2)C(=O)C2=CC(=CC=C2)[N+](=O)[O-])C=C1)(F)F ((4-(4-(1,1,1,3,3,3-hexafluoro-2-hydroxypropan-2-yl)benzyl)piperazin-1-yl)(3-nitrophenyl)methanone), CC(C)O (2-propanol). Reagents/catalysts: [Fe] (iron). Solvent: ClCCl (dichloromethane), [K] (potassium). Conditions: time 1 hour. The product is FC(C(C(F)(F)F)(O)C1=CC=C(CN2CCN(CC2)C(=O)C=2C=C(C=CC2)NC(=O)NC2=CC=NC=C2)C=C1)(F)F (1-(3-(4-(4-(1,1,1,3,3,3-Hexafluoro-2-hydroxypropan-2-yl)benzyl)piperazine-1-carbonyl)phenyl)-3-(pyridin-4-yl)urea). RXN SMILES: [F:1][C:2]([F:34])([F:33])[C:3]([C:9]1[CH:32]=[CH:31][C:12]([CH2:13][N:14]2[CH2:19][CH2:18][N:17]([C:20]([C:22]3[CH:27]=[CH:26][CH:25]=[C:24]([N+:28]([O-])=O)[CH:23]=3)=[O:21])[CH2:16][CH2:15]2)=[CH:11][CH:10]=1)([OH:8])[C:4]([F:7])([F:6])[F:5].Cl.[CH3:36][CH:37](O)[CH3:38]>ClCCl.[K].[Fe]>[F:1][C:2]([F:34])([F:33])[C:3]([C:9]1[CH:32]=[CH:31][C:12]([CH2:13][N:14]2[CH2:19][CH2:18][N:17]([C:20]([C:22]3[CH:23]=[C:24]([NH:28][C:20]([NH:17][C:37]4[CH:38]=[CH:15][N:14]=[CH:13][CH:36]=4)=[O:21])[CH:25]=[CH:26][CH:27]=3)=[O:21])[CH2:16][CH2:15]2)=[CH:11][CH:10]=1)([OH:8])[C:4]([F:7])([F:6])[F:5] |^1:42|. Procedure: To a stirred suspension of (4-(4-(1,1,1,3,3,3-hexafluoro-2-hydroxypropan-2-yl)benzyl)piperazin-1-yl)(3-nitrophenyl)methanone (1.730 mmol, 850 mg) and iron powder (17.30 mmol, 966 mg) in 2-propanol was added a small volume of hydrochloric acid (37%). The reaction was refluxed for 1 hour then was allowed to cool to room temperature. The reaction was diluted with dichloromethane and solid potassium carbonated was added. The reaction was stirred for 1 hour then was filtered through celite washing wi...